This data is from the Open Reaction Database (ORD), a public repository of structured organic reaction records. The task is: describe an organic reaction: reactants, conditions, products, and yield The product is FC(F)(Oc1cccc(Oc2ccccc2)c1)C(F)(F)c1ccccc1. Reactants: CS(C)=O, Cl, [Cu], FC(F)(I)C(F)(F)Oc1cccc(Oc2ccccc2)c1, Ic1ccccc1, O. Reaction SMILES: [CH3:29][S:30](=[O:31])[CH3:32].[ClH:33].[Cu:35].[I:1][C:2]([C:3]([F:4])([F:5])[O:6][c:7]1[cH:8][c:9]([O:13][c:14]2[cH:15][cH:16][cH:17][cH:18][cH:19]2)[cH:10][cH:11][cH:12]1)([F:20])[F:21].[I:22][c:23]1[cH:24][cH:25][cH:26][cH:27][cH:28]1.[OH2:34]>>[C:2]([C:3]([F:4])([F:5])[O:6][c:7]1[cH:8][c:9]([O:13][c:14]2[cH:15][cH:16][cH:17][cH:18][cH:19]2)[cH:10][cH:11][cH:12]1)([F:20])([F:21])[c:23]1[cH:24][cH:25][cH:26][cH:27][cH:28]1. Starting materials: O=C1C=CCC1, [Li]C(C)(C)C, C1CCOC1. The product is CC(C)(C)C1=CCC=C1. RXN SMILES: [C:1]1(=[O:6])[CH:2]=[CH:3][CH2:4][CH2:5]1.[C:7]([CH3:8])([CH3:9])([CH3:10])[Li:11].[CH2:12]1[O:13][CH2:14][CH2:15][CH2:16]1>>[C:1]1([C:7]([CH3:8])([CH3:9])[CH3:10])=[CH:5][CH2:4][CH:3]=[CH:2]1.